From a dataset of the Open Reaction Database (ORD), a public repository of structured organic reaction records. describe an organic reaction: reactants, conditions, products, and yield Reactants: O (Water), C([O-])([O-])=O.[K+].[K+] (potassium carbonate), BrCCOC (1-bromo-2-methoxyethane), COC(N=C(C(=NC1=CC=C(C=C1)C1=NOC(=N1)C)C1=CC(=C(C=C1)O)OCC)SC)=O ({2-(3-ethoxy-4-hydroxyphenyl)-2-[4-(5-methyl-[1,2,4]oxadiazol-3-yl)phenylimino]-1-methylsulfanylethylidene}carbamic acid methyl ester). Reagents/catalysts: [I-].C(CCC)[N+](CCCC)(CCCC)CCCC (tetrabutylammonium iodide). Solvent: CN(C)C=O (DMF), C(C)(=O)OCC (ethyl acetate). Run at time 8 hour. Product: COC(N=C(C(=NC1=CC=C(C=C1)C1=NOC(=N1)C)C1=CC(=C(C=C1)OCCOC)OCC)SC)=O ({2-[3-ethoxy-4-(2-methoxyethoxy)phenyl]-2-[4-(5-methyl-[1,2,4]oxadiazol-3-yl)phenylimino]-1-methylsulfanylethylidene}carbamic acid methyl ester). As a reaction SMILES: C(=O)([O-])[O-].[K+].[K+].Br[CH2:8][CH2:9][O:10][CH3:11].[CH3:12][O:13][C:14](=[O:43])[N:15]=[C:16]([S:41][CH3:42])[C:17]([C:31]1[CH:36]=[CH:35][C:34]([OH:37])=[C:33]([O:38][CH2:39][CH3:40])[CH:32]=1)=[N:18][C:19]1[CH:24]=[CH:23][C:22]([C:25]2[N:29]=[C:28]([CH3:30])[O:27][N:26]=2)=[CH:21][CH:20]=1.O>[I-].C([N+](CCCC)(CCCC)CCCC)CCC.CN(C=O)C.C(OCC)(=O)C>[CH3:12][O:13][C:14](=[O:43])[N:15]=[C:16]([S:41][CH3:42])[C:17]([C:31]1[CH:36]=[CH:35][C:34]([O:37][CH2:8][CH2:9][O:10][CH3:11])=[C:33]([O:38][CH2:39][CH3:40])[CH:32]=1)=[N:18][C:19]1[CH:24]=[CH:23][C:22]([C:25]2[N:29]=[C:28]([CH3:30])[O:27][N:26]=2)=[CH:21][CH:20]=1 |f:0.1.2,6.7|. Procedure: After adding 200 mg of potassium carbonate, 10 mg of tetrabutylammonium iodide and 200 mg of 1-bromo-2-methoxyethane to a solution of {2-(3-ethoxy-4-hydroxyphenyl)-2-[4-(5-methyl-[1,2,4]oxadiazol-3-yl)phenylimino]-1-methylsulfanylethylidene}carbamic acid methyl ester (Example 126a) in 1 ml of DMF, the mixture was stirred overnight at room temperature. Water was added to the reaction mixture, extraction was performed with ethyl acetate, and the organic layer was washed with 0.5 N hydrochloric aci... Starting materials: COC1=C(N)C=CC(=C1)B1OC(C(O1)(C)C)(C)C (2-methoxy-4-(4,4,5,5-tetramethyl-1,3,2-dioxaborolan-2-yl)aniline), BrC1=CN=C(N1CCOC)C (5-bromo-1-(2-methoxyethyl)-2-methyl-1H-imidazole). The product is COC1=C(N)C=CC(=C1)C1=CN=C(N1CCOC)C (2-methoxy-4-(1-(2-methoxyethyl)-2-methyl-1H-imidazol-5-yl)aniline). RXN SMILES: [CH3:1][O:2][C:3]1[CH:9]=[C:8](B2OC(C)(C)C(C)(C)O2)[CH:7]=[CH:6][C:4]=1[NH2:5].Br[C:20]1[N:24]([CH2:25][CH2:26][O:27][CH3:28])[C:23]([CH3:29])=[N:22][CH:21]=1>>[CH3:1][O:2][C:3]1[CH:9]=[C:8]([C:20]2[N:24]([CH2:25][CH2:26][O:27][CH3:28])[C:23]([CH3:29])=[N:22][CH:21]=2)[CH:7]=[CH:6][C:4]=1[NH2:5]. Reported procedure: The title compound was prepared according to the method described for Preparation 158 using 2-methoxy-4-(4,4,5,5-tetramethyl-1,3,2-dioxaborolan-2-yl)aniline and 5-bromo-1-(2-methoxyethyl)-2-methyl-1H-imidazole (Preparation 209). The reactants are O=C1CCC(=O)N1Br, Cc1ccccc1[N+](=O)[O-]. Yields the product O=[N+]([O-])c1ccccc1CBr. As a reaction SMILES: [Br:11][N:12]1[C:13](=[O:14])[CH2:15][CH2:16][C:17]1=[O:18].[CH3:1][c:2]1[c:3]([N+:8](=[O:9])[O-:10])[cH:4][cH:5][cH:6][cH:7]1>>[CH2:1]([c:2]1[c:3]([N+:8](=[O:9])[O-:10])[cH:4][cH:5][cH:6][cH:7]1)[Br:11]. Reactants: C1(=CC=CC=C1)OC(NC=1C(=NC(=C(C1)CC)C)OC)=O (Phenyl-N-(5-ethyl-2-methoxy-6-methylpyridin-3-yl)carbamate), COC=1C=C(C=C(C1OC)OC)N1CCNCC1 (1-(3,4,5-trimethoxyphenyl)piperazine). The product is C(C)C=1C=C(C(=NC1C)OC)NC(=O)N1CCN(CC1)C1=CC(=C(C(=C1)OC)OC)OC (1-[(5-ethyl-2-methoxy-6-methylpyridin-3-yl)aminocarbonyl]-4-(3,4,5-trimethoxyphenyl)piperazine). Procedure details: Phenyl-N-(5-ethyl-2-methoxy-6-methylpyridin-3-yl)carbamate and 1-(3,4,5-trimethoxyphenyl)piperazine were reacted by the same way with the example 1 to obtain the titled compound. Yield: 52.0%. Reaction SMILES: C1(O[C:8](=[O:21])[NH:9][C:10]2[C:11]([O:19][CH3:20])=[N:12][C:13]([CH3:18])=[C:14]([CH2:16][CH3:17])[CH:15]=2)C=CC=CC=1.[CH3:22][O:23][C:24]1[CH:25]=[C:26]([N:34]2[CH2:39][CH2:38][NH:37][CH2:36][CH2:35]2)[CH:27]=[C:28]([O:32][CH3:33])[C:29]=1[O:30][CH3:31]>>[CH2:16]([C:14]1[CH:15]=[C:10]([NH:9][C:8]([N:37]2[CH2:36][CH2:35][N:34]([C:26]3[CH:25]=[C:24]([O:23][CH3:22])[C:29]([O:30][CH3:31])=[C:28]([O:32][CH3:33])[CH:27]=3)[CH2:39][CH2:38]2)=[O:21])[C:11]([O:19][CH3:20])=[N:12][C:13]=1[CH3:18])[CH3:17]. Solvent: C1=CC=CC=C1 (benzene). As a reaction SMILES: [F:1][C:2]1[CH:12]=[CH:11][CH:10]=[C:9]([F:13])[C:3]=1/[CH:4]=[CH:5]/[C:6](O)=[O:7].S(Cl)([Cl:16])=O>C1C=CC=CC=1>[F:1][C:2]1[CH:12]=[CH:11][CH:10]=[C:9]([F:13])[C:3]=1/[CH:4]=[CH:5]/[C:6]([Cl:16])=[O:7]. The reactants are FC1=C(/C=C/C(=O)O)C(=CC=C1)F ((E)-2,6-difluorocinnamic acid), S(=O)(Cl)Cl (thionyl chloride). Procedure details: To a solution of (E)-2,6-difluorocinnamic acid (331 mg, 1.8 mmol) in benzene (10 ml) was added thionyl chloride (0.5 ml) and the mixture was heated to reflux for 60 min. Volatiles were removed by evaporation to give crude (E)-2,6-difluorocinnamoyl chloride. Free base of the titled compound was prepared from N-(2-pyridyl)-o-phenylenediamine (250 mg, 1.4 mmol) and (E)-2,6-difluorocinnamoyl chloride obtained as above according to the preparation of (E)-1-(2-pyridyl)-2-styryl-1H-benzimidazole (Examp... Yields the product FC1=C(/C=C/C(=O)Cl)C(=CC=C1)F ((E)-2,6-difluorocinnamoyl chloride). Reactants: C(C)(=O)OCC (ethyl acetate), [N+](=O)([O-])C1=CC=C(C=C1)O (4-nitrophenol), C(C)(=O)OC1NC(C1(CC)CC)=O (2-acetoxy-3,3-diethyl-4-oxoazetidine). Run in [OH-].[Na+] (sodium hydroxide), CC(=O)C (acetone). Reaction conditions: time 2.5 hour. The product is C(C)C1(C(NC1=O)OC1=CC=C(C=C1)[N+](=O)[O-])CC (4-(3,3-Diethyl-4-oxo-2-(R,S)-azetidinyl)oxynitrobenzene). The yield is 79.7%. RXN SMILES: [N+:1]([C:4]1[CH:9]=[CH:8][C:7]([OH:10])=[CH:6][CH:5]=1)([O-:3])=[O:2].C([O:14][CH:15]1[C:18]([CH2:21][CH3:22])([CH2:19][CH3:20])[C:17](=O)[NH:16]1)(=O)C.C(OCC)(=O)C>[OH-].[Na+].CC(C)=O>[CH2:19]([C:18]1([CH2:21][CH3:22])[C:15](=[O:14])[NH:16][CH:17]1[O:10][C:7]1[CH:8]=[CH:9][C:4]([N+:1]([O-:3])=[O:2])=[CH:5][CH:6]=1)[CH3:20] |f:3.4|. Procedure details: A solution of 4-nitrophenol (2.37 gm, 17.0 mmol) in 2.5N sodium hydroxide (6.82 mL) was added to a solution of 2-acetoxy-3,3-diethyl-4-oxoazetidine (1.05 gm, 5.7 mmol) in acetone (5 mL). After stirring at room temperature for 2.5 hours, ethyl acetate (100 mL) was added and the solution successively washed with water (3×20 mL) and saturated salt solution (20 mL). The solution was dried over anhydrous sodium sulfate and the solvent removed by rotoevaporated. The product was purified by flash colum... Reaction SMILES: OC1CON(C([C:9]2[C:17]3[C:16](=[O:18])[N:15]([CH3:19])[C:14](=[O:20])[N:13]([CH:21]([CH3:23])[CH3:22])[C:12]=3[S:11][C:10]=2CC2C3C(=NC=CC=3)NC=2)=O)C1.[CH3:34][NH:35][C:36]1[NH:37][C:38]2[CH:44]=[CH:43][CH:42]=[CH:41][C:39]=2[N:40]=1.[C:45]([O:48][CH2:49]C)(=[O:47])[CH3:46]>>[CH3:19][N:15]1[C:16](=[O:18])[C:17]2[C:46]([C:45]([O:48][CH3:49])=[O:47])=[C:10]([CH2:9][N:40]3[C:39]4[CH:41]=[CH:42][CH:43]=[CH:44][C:38]=4[N:37]=[C:36]3[NH:35][CH3:34])[S:11][C:12]=2[N:13]([CH:21]([CH3:22])[CH3:23])[C:14]1=[O:20]. Product: CN1C(N(C2=C(C1=O)C(=C(S2)CN2C(=NC1=C2C=CC=C1)NC)C(=O)OC)C(C)C)=O (1,2,3,4-Tetrahydro-3-methyl-6-[2-(methylamino)-1H-benzimidazol-1-ylmethyl]-1-(isopropyl)-2,4-dioxothieno[2,3-d]pyrimidine-5-carboxylic acid, methyl ester). Procedure details: Prepared using the procedure described in example 13 vii) part a) from the product of example 8 part c) and 2-methylaminobenzimidazole to give the sub-title compound after trituration with ethyl acetate followed by filtration. MS(ESI) 442 [M+H]+. δ 1HDMSO 1.40-1.42 (6H,d), 2.94-2.96 (3H,d), 3.16 (3H,s), 3.85 (3H,s), 4.3 (1H, bs), 5.39 (2H,s), 6.84-6.99 (3H,m), 7.11-7.14 (1H, d), 7.20-7.22 (1H, d) Reactants: OC1CN(OC1)C(=O)C1=C(SC=2N(C(N(C(C21)=O)C)=O)C(C)C)CC2=CNC1=NC=CC=C12 (5-[[4-Hydroxyisoxazolidin-2-yl]carbonyl]-3-methyl-1-(1-methylethyl)-6-(1H-pyrrolo[2,3-b]pyridin-3-ylmethyl)thieno[2,3-d]pyrimidine-2,4(1H,3H)-dione), C(C)(=O)OCC (ethyl acetate), CNC=1NC2=C(N1)C=CC=C2 (2-methylaminobenzimidazole). Starting materials: C1CCNCC1, CCO, O=C1Cc2c(cccc2-c2ccc(F)cc2)N1, Cc1cc(C(=O)NCCCN2CCCC2)c(C=O)[nH]1. Product: Cc1cc(C(=O)NCCCN2CCCC2)c(C=C2C(=O)Nc3cccc(-c4ccc(F)cc4)c32)[nH]1. RXN SMILES: [CH2:37]1[CH2:38][CH2:39][NH:40][CH2:41][CH2:42]1.[CH3:43][CH2:44][OH:45].[F:1][c:2]1[cH:3][cH:4][c:5](-[c:8]2[c:9]3[c:13]([cH:14][cH:15][cH:16]2)[NH:12][C:11](=[O:17])[CH2:10]3)[cH:6][cH:7]1.[N:18]1([CH2:23][CH2:24][CH2:25][NH:26][C:27](=[O:28])[c:29]2[c:30]([CH:35]=[O:36])[nH:31][c:32]([CH3:34])[cH:33]2)[CH2:19][CH2:20][CH2:21][CH2:22]1>>[F:1][c:2]1[cH:3][cH:4][c:5](-[c:8]2[c:9]3[c:13]([cH:14][cH:15][cH:16]2)[NH:12][C:11](=[O:17])[C:10]3=[CH:35][c:30]2[c:29]([C:27]([NH:26][CH2:25][CH2:24][CH2:23][N:18]3[CH2:19][CH2:20][CH2:21][CH2:22]3)=[O:28])[cH:33][c:32]([CH3:34])[nH:31]2)[cH:6][cH:7]1. The product is COC(C)C(=O)Nc1c[nH]c2ncc(C(F)(F)F)c(N3CCCC(NC(=O)OC(C)(C)C)C3)c12. RXN SMILES: [CH2:45]([OH:46])[CH2:47][CH2:48][CH3:49].[CH:15]([N:16]([CH2:17][CH3:18])[CH:19]([CH3:20])[CH3:21])([CH3:22])[CH3:23].[Cl:24][c:25]1[c:26]2[c:27]([n:28][cH:29][c:30]1[C:31]([F:32])([F:33])[F:34])[nH:35][cH:36][c:37]2[NH:38][C:39]([CH:40]([CH3:41])[O:42][CH3:43])=[O:44].[NH:1]1[CH2:2][CH:3]([NH:7][C:8]([O:9][C:10]([CH3:11])([CH3:12])[CH3:13])=[O:14])[CH2:4][CH2:5][CH2:6]1.[OH2:50]>>[N:1]1([c:25]2[c:26]3[c:27]([n:28][cH:29][c:30]2[C:31]([F:32])([F:33])[F:34])[nH:35][cH:36][c:37]3[NH:38][C:39]([CH:40]([CH3:41])[O:42][CH3:43])=[O:44])[CH2:2][CH:3]([NH:7][C:8]([O:9][C:10]([CH3:11])([CH3:12])[CH3:13])=[O:14])[CH2:4][CH2:5][CH2:6]1. The reactants are CCCCO, CCN(C(C)C)C(C)C, COC(C)C(=O)Nc1c[nH]c2ncc(C(F)(F)F)c(Cl)c12, CC(C)(C)OC(=O)NC1CCCNC1, O.